This data is from the Open Reaction Database (ORD), a public repository of structured organic reaction records. The task is: describe an organic reaction: reactants, conditions, products, and yield Reactants: C(CCC)[Li] (n-butyl lithium), C(C1=CC=CC=C1)N1CCC(CC1)N(C1=NC=CC=C1C=O)C (1-Benzyl-4-[N-methyl-N-(3-(formyl)-2-pyridinyl)amino]piperidine). Reagents/catalysts: [Br-].C(C)[P+](C1=CC=CC=C1)(C1=CC=CC=C1)C1=CC=CC=C1 ((ethyl)triphenylphosphonium bromide). The solvent is C1CCOC1 (THF), C1CCOC1 (THF). Conditions: time 10 minute. Product: C(C1=CC=CC=C1)N1CCC(CC1)N(C1=NC=CC=C1C=CC)C (1-Benzyl-4-[N-methyl-N-(3-(1-propenyl)-2-pyridinyl)amino]piperidine). RXN SMILES: [CH2:1]([Li])[CH2:2]CC.[CH2:6]([N:13]1[CH2:18][CH2:17][CH:16]([N:19]([CH3:28])[C:20]2[C:25]([CH:26]=O)=[CH:24][CH:23]=[CH:22][N:21]=2)[CH2:15][CH2:14]1)[C:7]1[CH:12]=[CH:11][CH:10]=[CH:9][CH:8]=1>[Br-].C([P+](C1C=CC=CC=1)(C1C=CC=CC=1)C1C=CC=CC=1)C.C1COCC1>[CH2:6]([N:13]1[CH2:18][CH2:17][CH:16]([N:19]([CH3:28])[C:20]2[C:25]([CH:26]=[CH:1][CH3:2])=[CH:24][CH:23]=[CH:22][N:21]=2)[CH2:15][CH2:14]1)[C:7]1[CH:12]=[CH:11][CH:10]=[CH:9][CH:8]=1 |f:2.3|. Procedure: To a stirring suspension of (ethyl)triphenylphosphonium bromide (1.75 g, 4.72 mmol) in dry THF (150 ml) at 20°-25° under nitrogen is added n-butyl lithium (1.6M in hexane, 2.95 ml, 4.72 mmol). The resulting mixture is stirred for 10 min followed by addition of 1-benzyl-4-[N-methyl-N-(3-formyl-2-pyridinyl)amino]piperidine (XXI, EXAMPLE 13, 1.40 g, 4.72 mmol) in THF (10 ml) under nitrogen. The mixture is stirred at 20°-25° for 1 hr and quenched with saturated aqueous ammonium chloride (50 ml). Wat...